This data is from the Open Reaction Database (ORD), a public repository of structured organic reaction records. The task is: describe an organic reaction: reactants, conditions, products, and yield Reactants: BrC1=CC2=C(N=C(S2)CC2CCNCC2)C=C1 (6-bromo-2-(piperidin-4-ylmethyl)benzo[d]thiazole), ClC1=NC=C(C=N1)CCC (2-chloro-5-propylpyrimidine), C([O-])([O-])=O.[K+].[K+] (potassium carbonate). Solvent: O (water), CN(C)C=O (DMF). Reaction conditions: temperature 110 celsius, time 3 hour. Product: BrC1=CC2=C(N=C(S2)CC2CCN(CC2)C2=NC=C(C=N2)CCC)C=C1 (6-bromo-2-((1-(5-propylpyrimidin-2-yl)piperidin-4-yl)methyl)benzo[d]thiazole). Yield: 47.8%. RXN SMILES: [Br:1][C:2]1[CH:17]=[CH:16][C:5]2[N:6]=[C:7]([CH2:9][CH:10]3[CH2:15][CH2:14][NH:13][CH2:12][CH2:11]3)[S:8][C:4]=2[CH:3]=1.Cl[C:19]1[N:24]=[CH:23][C:22]([CH2:25][CH2:26][CH3:27])=[CH:21][N:20]=1.C(=O)([O-])[O-].[K+].[K+]>CN(C=O)C.O>[Br:1][C:2]1[CH:17]=[CH:16][C:5]2[N:6]=[C:7]([CH2:9][CH:10]3[CH2:11][CH2:12][N:13]([C:19]4[N:24]=[CH:23][C:22]([CH2:25][CH2:26][CH3:27])=[CH:21][N:20]=4)[CH2:14][CH2:15]3)[S:8][C:4]=2[CH:3]=1 |f:2.3.4|. Reported procedure: To a solution of 6-bromo-2-(piperidin-4-ylmethyl)benzo[d]thiazole (380 mg, 1.221 mmol) and 2-chloro-5-propylpyrimidine (249 mg, 1.587 mmol) in DMF (8 mL) was added potassium carbonate (675 mg, 4.88 mmol). The reaction mixture was stirred at 110° C. for 3 h. The reaction mixture was cooled to rt, diluted with water (15 mL), and extracted with EtOAc (3×10 mL). The combined organic layers were dried (Na2SO4), filtered and concentrated. The crude product was purified by column chromatography (silica... Starting materials: Cc2ccc(B1OCC(C)(C)CO1)cc2 (effective_coupling_partner), COc3ccc(c2ccc(c1ccccc1)cc2)cc3 (substrate). The reagents and catalysts are ICy. Run at temperature 120 celsius, time 12 hour. The product is Cc4ccc(c3ccc(c2ccc(c1ccccc1)cc2)cc3)cc4. Reactants: O=C([O-])[O-], CS(C)=O, CCOC(C)=O, CC#CCOc1cc(Cl)ncn1, NCC(F)(F)C(F)(F)F, [K+], [K+]. Yields the product CC#CCOc1cc(NCC(F)(F)C(F)(F)F)ncn1. Reaction SMILES: [C:17](=[O:18])([O-:19])[O-:20].[CH3:1][S:2]([CH3:3])=[O:4].[CH3:32][CH2:33][O:34][C:35](=[O:36])[CH3:37].[Cl:5][c:6]1[n:7][cH:8][n:9][c:10]([O:12][CH2:13][C:14]#[C:15][CH3:16])[cH:11]1.[F:23][C:24]([CH2:25][NH2:26])([C:27]([F:28])([F:29])[F:30])[F:31].[K+:21].[K+:22]>>[c:6]1([NH:26][CH2:25][C:24]([F:23])([C:27]([F:28])([F:29])[F:30])[F:31])[n:7][cH:8][n:9][c:10]([O:12][CH2:13][C:14]#[C:15][CH3:16])[cH:11]1. The reactants are CCOC(=O)C1CCC(=O)CC1, CCOCC, Cc1ccccc1, OCCO, Cc1ccc(S(=O)(=O)O)cc1. The product is CCOC(=O)C1CCC2(CC1)OCCO2. RXN SMILES: [CH2:1]([CH3:2])[O:3][C:4](=[O:5])[CH:6]1[CH2:7][CH2:8][C:9](=[O:12])[CH2:10][CH2:11]1.[CH2:35]([O:36][CH2:37][CH3:38])[CH3:39].[CH3:28][c:29]1[cH:30][cH:31][cH:32][cH:33][cH:34]1.[OH:13][CH2:14][CH2:15][OH:16].[c:17]1([CH3:18])[cH:19][cH:20][c:21]([S:22]([OH:23])(=[O:24])=[O:25])[cH:26][cH:27]1>>[CH2:1]([CH3:2])[O:3][C:4](=[O:5])[CH:6]1[CH2:7][CH2:8][C:9]2([CH2:10][CH2:11]1)[O:12][CH2:15][CH2:14][O:13]2. Starting materials: CN1c2ccc(Cl)cc2NC(=O)c2cscc21, S=P12SP3(=S)SP(=S)(S1)SP(=S)(S2)S3, c1ccncc1. The product is CN1c2ccc(Cl)cc2NC(=S)c2cscc21. As a reaction SMILES: [Cl:1][c:2]1[cH:3][cH:4][c:5]2[c:6]([cH:17]1)[NH:7][C:8](=[O:16])[c:9]1[c:10]([cH:13][s:14][cH:15]1)[N:11]2[CH3:12].[P:18]12(=[S:19])[S:20][P:21]3(=[S:31])[S:22][P:23](=[S:29])([S:24][P:25](=[S:28])([S:26]3)[S:27]1)[S:30]2.[cH:32]1[cH:33][cH:34][n:35][cH:36][cH:37]1>>[Cl:1][c:2]1[cH:3][cH:4][c:5]2[c:6]([cH:17]1)[NH:7][C:8](=[S:19])[c:9]1[c:10]([cH:13][s:14][cH:15]1)[N:11]2[CH3:12]. Starting materials: O.NN (hydrazine monohydrate), ClC1=NC(=NC=C1C(=O)OCC)SC (ethyl 4-chloro-2-(methylthio)pyrimidine-5-carboxylate). Run in C(C)O (ethanol), C(C)O (ethanol). Reaction conditions: temperature 0 celsius, time 1 hour. Yields the product N(N)C1=NC(=NC=C1C(=O)OCC)SC (ethyl 4-hydrazino-2-(methylthio)pyrimidine-5-carboxylate). The yield is 65.6%. Reaction SMILES: O.[NH2:2][NH2:3].Cl[C:5]1[C:10]([C:11]([O:13][CH2:14][CH3:15])=[O:12])=[CH:9][N:8]=[C:7]([S:16][CH3:17])[N:6]=1>C(O)C>[NH:2]([C:5]1[C:10]([C:11]([O:13][CH2:14][CH3:15])=[O:12])=[CH:9][N:8]=[C:7]([S:16][CH3:17])[N:6]=1)[NH2:3] |f:0.1|. Procedure: 9.71 g of hydrazine monohydrate was dissolved in 200 mL of ethanol, and cooled to 0° C. To this was added a solution prepared by dissolving 15.0 g of ethyl 4-chloro-2-(methylthio)pyrimidine-5-carboxylate in 200 mL of ethanol, and stirred for 1 hour. The precipitated solid was taken out through filtration, washed with distilled water, and dried to obtain 9.66 g of the entitled compound as a white solid. Reactants: CC(C)CC(C(=O)O)c1cc(Nc2cc(C(F)(F)F)cc(C(F)(F)F)c2)cc(-c2cc(C(F)(F)F)cc(C(F)(F)F)c2)c1, Nc1ccc(F)cc1C(F)(F)F. The product is CC(C)CC(C(=O)O)c1cc(Nc2ccc(F)cc2C(F)(F)F)cc(-c2cc(C(F)(F)F)cc(C(F)(F)F)c2)c1. RXN SMILES: [F:1][C:2]([F:3])([F:4])[c:5]1[cH:6][c:7]([NH:13][c:14]2[cH:15][c:16]([CH:34]([C:35](=[O:36])[OH:37])[CH2:38][CH:39]([CH3:40])[CH3:41])[cH:17][c:18](-[c:20]3[cH:21][c:22]([C:30]([F:31])([F:32])[F:33])[cH:23][c:24]([C:26]([F:27])([F:28])[F:29])[cH:25]3)[cH:19]2)[cH:8][c:9]([C:10]([F:11])([F:12])[F:42])[cH:43]1.[F:44][c:45]1[cH:46][c:47]([C:52]([F:53])([F:54])[F:55])[c:48]([NH2:49])[cH:50][cH:51]1>>[NH:13]([c:14]1[cH:15][c:16]([CH:34]([C:35](=[O:36])[OH:37])[CH2:38][CH:39]([CH3:40])[CH3:41])[cH:17][c:18](-[c:20]2[cH:21][c:22]([C:30]([F:31])([F:32])[F:33])[cH:23][c:24]([C:26]([F:27])([F:28])[F:29])[cH:25]2)[cH:19]1)[c:48]1[c:47]([C:52]([F:53])([F:54])[F:55])[cH:46][c:45]([F:44])[cH:51][cH:50]1. Starting materials: COC(C(CC1CCCC1)C1=CC=C(C=C1)C1=CC=NC=C1)=O (3-cyclopentyl-2-(4-pyridin-4-yl-phenyl)-propionic acid methyl ester), [OH-].[Li+] (lithium hydroxide). Run in O1CCCC1 (tetrahydrofuran). Run at temperature 25 celsius, time 30 minute. Product: C1(CCCC1)CC(C(=O)O)C1=CC=C(C=C1)C1=CC=NC=C1 (3-cyclopentyl-2-(4-pyridin-4-yl-phenyl)-propionic acid). The yield is 55.1%. As a reaction SMILES: C[O:2][C:3](=[O:23])[CH:4]([C:11]1[CH:16]=[CH:15][C:14]([C:17]2[CH:22]=[CH:21][N:20]=[CH:19][CH:18]=2)=[CH:13][CH:12]=1)[CH2:5][CH:6]1[CH2:10][CH2:9][CH2:8][CH2:7]1.[OH-].[Li+]>O1CCCC1>[CH:6]1([CH2:5][CH:4]([C:11]2[CH:12]=[CH:13][C:14]([C:17]3[CH:22]=[CH:21][N:20]=[CH:19][CH:18]=3)=[CH:15][CH:16]=2)[C:3]([OH:23])=[O:2])[CH2:10][CH2:9][CH2:8][CH2:7]1 |f:1.2|. Reported procedure: A solution of 3-cyclopentyl-2-(4-pyridin-4-yl-phenyl)-propionic acid methyl ester (240 mg, 0.78 mmol) in tetrahydrofuran (3 mL) was treated with a 0.8M aqueous lithium hydroxide solution (1.45 mL, 1.16 mmol). The resulting reaction mixture was stirred at 25° C. for 30 min and then heated under reflux for 15 h. The reaction mixture was allowed to cool to 25° C. and then partitioned between water (100 mL) and ethyl acetate (70 mL). The layers were separated, and the aqueous layer was further extra...